Task: describe an organic reaction: reactants, conditions, products, and yield. Dataset: the Open Reaction Database (ORD), a public repository of structured organic reaction records Starting materials: OC1=CC=C(CCO)C=C1 (4-hydroxyphenethyl alcohol), C([O-])([O-])=O.[K+].[K+] (potassium carbonate), BrCCCBr (1,3 dibromopropane). Run in C(C)#N (acetonitrile). Reaction conditions: temperature 70 celsius. Product: BrCCCOC1=CC=C(C=C1)CCO (2-[4-(3-Bromopropoxy)phenyl]ethanol). The yield is 77.3%. RXN SMILES: [OH:1][C:2]1[CH:10]=[CH:9][C:5]([CH2:6][CH2:7][OH:8])=[CH:4][CH:3]=1.C(=O)([O-])[O-].[K+].[K+].[Br:17][CH2:18][CH2:19][CH2:20]Br>C(#N)C>[Br:17][CH2:18][CH2:19][CH2:20][O:1][C:2]1[CH:10]=[CH:9][C:5]([CH2:6][CH2:7][OH:8])=[CH:4][CH:3]=1 |f:1.2.3|. Procedure: To a solution of 4-hydroxyphenethyl alcohol (4.37 g, 31.0 mmol) and potassium carbonate (6.55 g, 47.0 mmol) in acetonitrile (62.0 mL) was added 1,3 dibromopropane (31.0 mL, 316 mmol). The reaction mixture was heated to 70° C. for 12 hours and then cooled to room temperature, filtered and concentrated under vacuum. The resulting oil was purified by silica gel chromatography using a mixture of 4:1 hexanes and ethyl acetate to give the title compound (6.21 g) as a white solid. The product is CC(C)(C)OC(=O)N1CC2CC1CN2c1cncc(Br)c1. Reaction SMILES: [Br:15][c:16]1[cH:17][n:18][cH:19][c:20]([Br:21])[cH:22]1.[CH:1]12[N:2]([C:8](=[O:9])[O:10][C:11]([CH3:12])([CH3:13])[CH3:14])[CH2:3][CH:4]([NH:5][CH2:6]1)[CH2:7]2>>[CH:1]12[N:2]([C:8](=[O:9])[O:10][C:11]([CH3:12])([CH3:13])[CH3:14])[CH2:3][CH:4]([N:5]([c:20]3[cH:19][n:18][cH:17][c:16]([Br:15])[cH:22]3)[CH2:6]1)[CH2:7]2. The reactants are Brc1cncc(Br)c1, CC(C)(C)OC(=O)N1CC2CC1CN2.